Dataset: the Open Reaction Database (ORD), a public repository of structured organic reaction records. Task: describe an organic reaction: reactants, conditions, products, and yield Starting materials: OO (hydrogen peroxide), OC1CC(N(C(C1)(C)C)O)(C)C (4-hydroxy-1-oxyl-2,2,6,6-tetramethylpiperidine), ferrous sulfate heptahydrate, CS(=O)C (dimethyl sulfoxide), peroxide. The solvent is CCCCCCC.C(C)(=O)OCC (heptane ethyl acetate). Reaction conditions: time 25 minute. Product: CON1C(CC(CC1(C)C)O)(C)C (1-Methoxy-4-hydroxy-2,2,6,6-tetramethylpiperidine). The yield is 79.0%. Reaction SMILES: OO.[OH:3][CH:4]1[CH2:9][C:8]([CH3:11])([CH3:10])[N:7]([OH:12])[C:6]([CH3:14])([CH3:13])[CH2:5]1.[CH3:15]S(C)=O>CCCCCCC.C(OCC)(=O)C>[CH3:15][O:12][N:7]1[C:8]([CH3:10])([CH3:11])[CH2:9][CH:4]([OH:3])[CH2:5][C:6]1([CH3:14])[CH3:13] |f:3.4|. Procedure: A solution of 8.6 g (76 mmol) of 30% aqueous hydrogen peroxide is added dropwise, under nitrogen, over a 35-minute period to a mixture of 10.0 g (58.1 mmol) of 4-hydroxy-1-oxyl-2,2,6,6-tetramethylpiperidine, 17.8 g (64.0 mmol) of ferrous sulfate heptahydrate, and 200 ml of dimethyl sulfoxide which is initially at 25° C. A water bath is used to keep the reaction temperature from exceeding 33° C. during the peroxide addition. The reaction mixture is then stirred for 25 minutes and partitioned betw... Reactants: C(C1=CC=CC=C1)OC(NC(C)C=1N=C2N(N=CC=C2)C1C1=NC=CC=C1)=O ([1-(3-pyridin-2-yl-imidazo[1,2-b]pyridazin-2-yl)-ethyl]-carbamic acid benzyl ester), CSC (dimethylsulfide). Run in C(=O)(C(F)(F)F)O (TFA). Run at time 8 hour. The product is N1=C(C=CC=C1)C1=C(N=C2N1N=CC=C2)C(C)N (1-(3-pyridin-2-yl-imidazo[1,2-b]pyridazin-2-yl)-ethylamine). Isolated yield 117.5%. RXN SMILES: C(OC(=O)[NH:10][CH:11]([C:13]1[N:14]=[C:15]2[CH:20]=[CH:19][CH:18]=[N:17][N:16]2[C:21]=1[C:22]1[CH:27]=[CH:26][CH:25]=[CH:24][N:23]=1)[CH3:12])C1C=CC=CC=1.CSC>C(O)(C(F)(F)F)=O>[N:23]1[CH:24]=[CH:25][CH:26]=[CH:27][C:22]=1[C:21]1[N:16]2[N:17]=[CH:18][CH:19]=[CH:20][C:15]2=[N:14][C:13]=1[CH:11]([NH2:10])[CH3:12]. Procedure: The mixture of [1-(3-pyridin-2-yl-imidazo[1,2-b]pyridazin-2-yl)-ethyl]-carbamic acid benzyl ester (600 mg, 1.6 mmol) and dimethylsulfide (1.2 mL) in TFA (7.5 mL)) was stirred at rt overnight. The mixture was concentrated in vacuo. The residue was dissolved in EtOAc. The organic layer was washed with satd. sodium bicarbonate solution, dried over sodium sulfate, filtered and concentrated in vacuo to provide 1-(3-pyridin-2-yl-imidazo[1,2-b]pyridazin-2-yl)-ethylamine (450 mg): LC-MS (ESI) m/z 240.0 ... Reaction SMILES: [Cl:1][C:2]1[CH:7]=[C:6](F)[CH:5]=[CH:4][C:3]=1[CH2:9][NH:10][C:11](=[O:22])[C@@H:12]1[CH2:16][C:15]([CH3:18])([CH3:17])[C:14](=[O:19])[N:13]1[CH2:20][CH3:21].ClC1C([C:30]([F:33])([F:32])[F:31])=CC=CC=1CN>>[Cl:1][C:2]1[C:7]([C:30]([F:33])([F:32])[F:31])=[CH:6][CH:5]=[CH:4][C:3]=1[CH2:9][NH:10][C:11](=[O:22])[C@@H:12]1[CH2:16][C:15]([CH3:18])([CH3:17])[C:14](=[O:19])[N:13]1[CH2:20][CH3:21]. Product: ClC1=C(C=CC=C1C(F)(F)F)CNC([C@H]1N(C(C(C1)(C)C)=O)CC)=O (N-{[2-Chloro-3-(trifluoromethyl)phenyl]methyl}-1-ethyl-4,4-dimethyl-5-oxoprolinamide). Starting materials: ClC1=C(C=CC(=C1)F)CNC([C@H]1N(C(C(C1)(C)C)=O)CC)=O (N-[(2-chloro-4-fluorophenyl)methyl]-1-ethyl-4,4-dimethyl-5-oxoprolinamide), ClC1=C(C=CC=C1C(F)(F)F)CN ({[2-chloro-3-(trifluoromethyl)phenyl]methyl}amine). Procedure details: N-{[2-Chloro-3-(trifluoromethyl)phenyl]methyl}-1-ethyl-4,4-dimethyl-5-oxoprolinamide was prepared in a manner analogous to that described above for the synthesis of N-[(2-chloro-4-fluorophenyl)methyl]-1-ethyl-4,4-dimethyl-5-oxoprolinamide (E130) but using {[2-chloro-3-(trifluoromethyl)phenyl]methyl}amine in the place of [(2-chloro-4-fluorophenyl)methyl]amine.